This data is from the Open Reaction Database (ORD), a public repository of structured organic reaction records. The task is: describe an organic reaction: reactants, conditions, products, and yield The reactants are OC1=C(C=CC=C1)C(C(=O)OC)=O (methyl 2-hydroxyphenylglyoxylate), Cl (hydrochloric acid), Cl.NO (hydroxylamine hydrochloride), O (water). Solvent: CO (methanol). The product is OC1=C(C=CC=C1)C(C(=O)OC)=NO (Methyl 2-(2-Hydroxyphenyl)-2-hydroxyimino-acetate). Reaction SMILES: [OH:1][C:2]1[CH:7]=[CH:6][CH:5]=[CH:4][C:3]=1[C:8](=O)[C:9]([O:11][CH3:12])=[O:10].Cl.[NH2:15][OH:16].O.Cl>CO>[OH:1][C:2]1[CH:7]=[CH:6][CH:5]=[CH:4][C:3]=1[C:8](=[N:15][OH:16])[C:9]([O:11][CH3:12])=[O:10] |f:1.2|. Procedure: 3.3 g (0.016 mol) of methyl 2-hydroxyphenylglyoxylate (HPLC: 88%, log p=1.87) (Example VI-1a) and 1.3 g (0.019 mol) of hydroxylamine hydrochloride in 50 ml of methanol are heated under reflux for one hour. The reaction mixture is poured into water, acidified with 2N hydrochloric acid and extracted with diethyl ether, the organic phase is dried over sodium sulphate and the solvent is distilled off under reduced pressure. This gives 2.4 g of crude product which, according to HPLC, contains 17.1% o... Starting materials: C, CCO, Cl, [H][H], NC(N)=NC(=O)c1ccc2c3ccccc3n(CCOCc3ccccc3)c2c1, [Pd]. Product: NC(N)=NC(=O)c1ccc2c3ccccc3n(CCO)c2c1. As a reaction SMILES: [C:33].[CH3:35][CH2:36][OH:37].[ClH:1].[H:31][H:32].[NH2:2][C:3](=[N:4][C:5](=[O:6])[c:7]1[cH:8][c:9]2[n:10]([CH2:20][CH2:21][O:22][CH2:23][c:24]3[cH:25][cH:26][cH:27][cH:28][cH:29]3)[c:11]3[cH:12][cH:13][cH:14][cH:15][c:16]3[c:17]2[cH:18][cH:19]1)[NH2:30].[Pd:34]>>[NH2:2][C:3](=[N:4][C:5](=[O:6])[c:7]1[cH:8][c:9]2[n:10]([CH2:20][CH2:21][OH:22])[c:11]3[cH:12][cH:13][cH:14][cH:15][c:16]3[c:17]2[cH:18][cH:19]1)[NH2:30].